From a dataset of the Open Reaction Database (ORD), a public repository of structured organic reaction records. describe an organic reaction: reactants, conditions, products, and yield The reactants are Cl.CN(CCCN=C=NCC)C (1-(3-dimethylaminopropyl)-3-ethylcarbodiimide hydrochloride), CC=1SC=C(N1)C(=O)O (2-methyl-1,3-thiazole-4-carboxylic acid), Intermediate 51. Run in C(Cl)Cl (CH2Cl2). Conditions: time 1 hour. Product: CCN=C=NCCCN(C)C (EDCI). As a reaction SMILES: Cl.[CH3:2][N:3]([CH3:12])[CH2:4][CH2:5][CH2:6][N:7]=[C:8]=[N:9][CH2:10][CH3:11].CC1SC=C(C(O)=O)N=1>C(Cl)Cl>[CH3:11][CH2:10][N:9]=[C:8]=[N:7][CH2:6][CH2:5][CH2:4][N:3]([CH3:12])[CH3:2] |f:0.1|. Reported procedure: To a stirred solution of 1-(3-dimethylaminopropyl)-3-ethylcarbodiimide hydrochloride (42.3 mg, 0.214 mmol) in dry CH2Cl2 (1 mL) was added 2-methyl-1,3-thiazole-4-carboxylic acid (30.7 mg, 0.214 mmol) at room temperature under a nitrogen atmosphere. The resulting bright red mixture was allowed to stir for 1 hour, then Intermediate 51 (75 mg, 0.204 mmol) was added in one portion. After stirring at room temperature overnight, the reaction was concentrated at reduced pressure and the residue purifie... Reactants: CC(=O)O, O=N[O-], Nc1cc(=O)[nH]c(=O)n1Cc1ccco1, [Na+], O. Yields the product Nc1c(N)n(Cc2ccco2)c(=O)[nH]c1=O. RXN SMILES: [CH3:20][C:21](=[O:22])[OH:23].[N:16]([O-:17])=[O:18].[NH2:1][c:2]1[cH:3][c:4](=[O:15])[nH:5][c:6](=[O:14])[n:7]1[CH2:8][c:9]1[cH:10][cH:11][cH:12][o:13]1.[Na+:19].[OH2:24]>>[NH2:1][c:2]1[c:3]([NH2:16])[c:4](=[O:15])[nH:5][c:6](=[O:14])[n:7]1[CH2:8][c:9]1[cH:10][cH:11][cH:12][o:13]1. Starting materials: P(=O)(Cl)(Cl)Cl (Phosphorus oxychloride), ClC1=C(C=CC=C1Cl)N1N=CC=2C1=NC=NC2O (1-(2,3-dichlorophenyl)-1H-pyrazolo[3,4-d]pyrimidin-4-ol). Run at temperature 100 celsius, time 4 hour. The yield is 57.5%. Procedure details: Phosphorus oxychloride (26.5 ml, 284.60 mmol) was added to 1-(2,3-dichlorophenyl)-1H-pyrazolo[3,4-d]pyrimidin-4-ol (Intermediate AR3) (4 g, 14.23 mmol), at ambient temperature. The resulting mixture was stirred at 100° C. for 4 hours. Allowed to cool to Ambient temperature. The reaction mixture was evaporated to near dryness, dissolved in toluene, evaporated, re-dissolved in toluene and evaporated to dryness again. The solid was triturated with EtOH. A solid was filtered off and dried under vacu... Reaction SMILES: P(Cl)(Cl)([Cl:3])=O.[Cl:6][C:7]1[C:12]([Cl:13])=[CH:11][CH:10]=[CH:9][C:8]=1[N:14]1[C:18]2=[N:19][CH:20]=[N:21][C:22](O)=[C:17]2[CH:16]=[N:15]1>>[Cl:3][C:22]1[N:21]=[CH:20][N:19]=[C:18]2[N:14]([C:8]3[CH:9]=[CH:10][CH:11]=[C:12]([Cl:13])[C:7]=3[Cl:6])[N:15]=[CH:16][C:17]=12. Yields the product ClC1=C2C(=NC=N1)N(N=C2)C2=C(C(=CC=C2)Cl)Cl (4-chloro-1-(2,3-dichlorophenyl)-1H-pyrazolo[3,4-d]pyrimidine). Product: O=C(Cc1ccc(Br)cn1)Nc1ccccn1. The reactants are F[B-](F)(F)F, O=C(O)Cc1ccc(Br)cn1, C1CCOC1, CCN(C(C)C)C(C)C, Nc1ccccn1, CN(C)C(On1nnc2ccccc21)=[N+](C)C. As a reaction SMILES: [B-:17]([F:18])([F:19])([F:20])[F:21].[Br:39][c:40]1[cH:41][cH:42][c:43]([CH2:46][C:47](=[O:48])[OH:49])[n:44][cH:45]1.[CH2:50]1[O:51][CH2:52][CH2:53][CH2:54]1.[CH:8]([N:9]([CH:10]([CH3:11])[CH3:12])[CH2:13][CH3:14])([CH3:15])[CH3:16].[NH2:1][c:2]1[n:3][cH:4][cH:5][cH:6][cH:7]1.[n:22]1([O:23][C:24]([N:25]([CH3:26])[CH3:27])=[N+:28]([CH3:29])[CH3:30])[c:31]2[cH:32][cH:33][cH:34][cH:35][c:36]2[n:37][n:38]1>>[NH:1]([c:2]1[n:3][cH:4][cH:5][cH:6][cH:7]1)[C:47]([CH2:46][c:43]1[cH:42][cH:41][c:40]([Br:39])[cH:45][n:44]1)=[O:48].